describe an organic reaction: reactants, conditions, products, and yield From a dataset of the Open Reaction Database (ORD), a public repository of structured organic reaction records. Starting materials: [OH-].[Na+] (Sodium hydroxide), O1CCOCC1 (dioxane), C(C)OC(C(C(=O)OCC)(CC1=CC(=NO1)C1N(CCC1)C(=O)OC(C)(C)C)NC(=O)OCC=C)=O (2-allyloxycarbonylamino-2-[3-(1-tert-butoxycarbonyl-pyrrolidin-2-yl)-isoxazol-5-ylmethyl]-malonic acid diethyl ester), [OH-].[Na+] (sodium hydroxide). The solvent is C(C)(=O)OCC (ethyl acetate), S(O)(O)(=O)=O (sulfuric acid). Conditions: time 8 hour. The product is C(C)(C)(C)OC(=O)N1C(CCC1)C1=NOC(=C1)CC(C(=O)OCC)NC(=O)OCC=C (2-[5-(2-Allyloxycarbonylamino-2-ethoxycarbonyl-ethyl)-isoxazol-3-yl]-pyrrolidine-1-carboxylic acid tert-butyl ester). Reaction SMILES: [OH-].[Na+].O1CCOCC1.[CH2:9]([O:11][C:12](=[O:44])[C:13]([NH:37][C:38]([O:40][CH2:41][CH:42]=[CH2:43])=[O:39])([CH2:19][C:20]1[O:24][N:23]=[C:22]([CH:25]2[CH2:29][CH2:28][CH2:27][N:26]2[C:30]([O:32][C:33]([CH3:36])([CH3:35])[CH3:34])=[O:31])[CH:21]=1)C(OCC)=O)[CH3:10]>C(OCC)(=O)C.S(=O)(=O)(O)O>[C:33]([O:32][C:30]([N:26]1[CH2:27][CH2:28][CH2:29][CH:25]1[C:22]1[CH:21]=[C:20]([CH2:19][CH:13]([NH:37][C:38]([O:40][CH2:41][CH:42]=[CH2:43])=[O:39])[C:12]([O:11][CH2:9][CH3:10])=[O:44])[O:24][N:23]=1)=[O:31])([CH3:36])([CH3:35])[CH3:34] |f:0.1|. Procedure: Sodium hydroxide, 1M, (21.5 mL, 21.5 mmol) was added in portions over 30 minutes to a dioxane (22 mL) solution of 2-allyloxycarbonylamino-2-[3-(1-tert-butoxycarbonyl-pyrrolidin-2-yl)-isoxazol-5-ylmethyl]-malonic acid diethyl ester (10.95 g, 21.5 mmol). After stirring overnight, the reaction had not gone to completion. An additional 0.2 equivalents of 1M sodium hydroxide (4.2 mL, 4.2 mmol) was added and stirring continued for 3 hours. The reaction was diluted with ethyl acetate (50 mL) and 1M sul... The reactants are Nc1ncnc2c1nc(NCc1ccc(-c3cccc(OCc4ccccc4)c3)cc1)n2C1OC(CO)C(O)C1O, CO. The product is Nc1ncnc2c1nc(NCc1ccc(-c3cccc(O)c3)cc1)n2C1OC(CO)C(O)C1O. Reaction SMILES: [CH2:1]([c:2]1[cH:3][cH:4][cH:5][cH:6][cH:7]1)[O:8][c:9]1[cH:10][c:11](-[c:15]2[cH:16][cH:17][c:18]([CH2:21][NH:22][c:23]3[n:24]([CH:25]4[CH:26]([OH:27])[CH:28]([OH:29])[CH:30]([CH2:31][OH:32])[O:33]4)[c:34]4[n:35][cH:36][n:37][c:38]([NH2:41])[c:39]4[n:40]3)[cH:19][cH:20]2)[cH:12][cH:13][cH:14]1.[CH3:42][OH:43]>>[OH:8][c:9]1[cH:10][c:11](-[c:15]2[cH:16][cH:17][c:18]([CH2:21][NH:22][c:23]3[n:24]([CH:25]4[CH:26]([OH:27])[CH:28]([OH:29])[CH:30]([CH2:31][OH:32])[O:33]4)[c:34]4[n:35][cH:36][n:37][c:38]([NH2:41])[c:39]4[n:40]3)[cH:19][cH:20]2)[cH:12][cH:13][cH:14]1.